Dataset: the Open Reaction Database (ORD), a public repository of structured organic reaction records. Task: describe an organic reaction: reactants, conditions, products, and yield Reactants: CCN=C=NCCCN(C)C, CN(C)C=O, Cl, O=C(O)c1cc(C(F)(F)F)ccc1F, Nc1cccc(Oc2ccc3nc(NC(=O)C4CC4)cn3n2)c1, On1nnc2ccccc21. Product: O=C(Nc1cccc(Oc2ccc3nc(NC(=O)C4CC4)cn3n2)c1)c1cc(C(F)(F)F)ccc1F. RXN SMILES: [CH2:49]([N:50]=[C:51]=[N:52][CH2:53][CH2:54][CH2:55][N:56]([CH3:57])[CH3:58])[CH3:59].[CH3:60][N:61]([CH3:62])[CH:63]=[O:64].[ClH:48].[F:24][c:25]1[c:26]([C:27](=[O:28])[OH:29])[cH:30][c:31]([C:34]([F:35])([F:36])[F:37])[cH:32][cH:33]1.[NH2:1][c:2]1[cH:3][c:4]([O:5][c:6]2[cH:7][cH:8][c:9]3[n:10]([n:11]2)[cH:12][c:13]([NH:15][C:16](=[O:17])[CH:18]2[CH2:19][CH2:20]2)[n:14]3)[cH:21][cH:22][cH:23]1.[OH:38][n:39]1[c:40]2[cH:41][cH:42][cH:43][cH:44][c:45]2[n:46][n:47]1>>[NH:1]([c:2]1[cH:3][c:4]([O:5][c:6]2[cH:7][cH:8][c:9]3[n:10]([n:11]2)[cH:12][c:13]([NH:15][C:16](=[O:17])[CH:18]2[CH2:19][CH2:20]2)[n:14]3)[cH:21][cH:22][cH:23]1)[C:27]([c:26]1[c:25]([F:24])[cH:33][cH:32][c:31]([C:34]([F:35])([F:36])[F:37])[cH:30]1)=[O:28]. Reaction SMILES: [C:1]([CH3:2])([CH3:3])([CH3:4])[N:5]1[S:6](=[O:18])(=[O:19])[C:7]([c:12]2[cH:13][cH:14][cH:15][cH:16][cH:17]2)=[C:8]([Cl:11])[C:9]1=[O:10].[CH3:22][c:23]1[cH:24][cH:25][c:26]([N:29]2[CH2:30][CH2:31][CH:32]([NH2:35])[CH2:33][CH2:34]2)[n:27][cH:28]1.[CH3:41][CH2:42][O:43][C:44]([CH3:45])=[O:46].[ClH:20].[ClH:21].[O:36]=[CH:37][N:38]([CH3:39])[CH3:40]>>[C:1]([CH3:2])([CH3:3])([CH3:4])[N:5]1[S:6](=[O:18])(=[O:19])[C:7]([c:12]2[cH:13][cH:14][cH:15][cH:16][cH:17]2)=[C:8]([NH:35][CH:32]2[CH2:31][CH2:30][N:29]([c:26]3[cH:25][cH:24][c:23]([CH3:22])[cH:28][n:27]3)[CH2:34][CH2:33]2)[C:9]1=[O:10]. Yields the product Cc1ccc(N2CCC(NC3=C(c4ccccc4)S(=O)(=O)N(C(C)(C)C)C3=O)CC2)nc1. Reactants: CC(C)(C)N1C(=O)C(Cl)=C(c2ccccc2)S1(=O)=O, Cc1ccc(N2CCC(N)CC2)nc1, CCOC(C)=O, Cl, Cl, CN(C)C=O. The reactants are C(C)(C)C=1C(NC(NC1OC1=CC(=CC(=C1)C)C)=O)=O (5-Isopropyl-6-(3,5-dimethylphenoxy)-2,4-pyrimidinedione), BrCC(CC)=O (1-bromo-2-butanone). The product is C(C(CC)=O)N1C(NC(C(=C1OC1=CC(=CC(=C1)C)C)C(C)C)=O)=O (1-(2-Butanon-1-yl)-5-isopropyl-6-(3,5-dimethylphenoxy)-2,4-pyrimidinedione). The yield is 49.0%. As a reaction SMILES: [CH:1]([C:4]1[C:5](=[O:20])[NH:6][C:7](=[O:19])[NH:8][C:9]=1[O:10][C:11]1[CH:16]=[C:15]([CH3:17])[CH:14]=[C:13]([CH3:18])[CH:12]=1)([CH3:3])[CH3:2].Br[CH2:22][C:23](=[O:26])[CH2:24][CH3:25]>>[CH2:22]([N:8]1[C:9]([O:10][C:11]2[CH:12]=[C:13]([CH3:18])[CH:14]=[C:15]([CH3:17])[CH:16]=2)=[C:4]([CH:1]([CH3:3])[CH3:2])[C:5](=[O:20])[NH:6][C:7]1=[O:19])[C:23](=[O:26])[CH2:24][CH3:25]. Procedure details: 5-Isopropyl-6-(3,5-dimethylphenoxy)-2,4-pyrimidinedione and 1-bromo-2-butanone were reacted by the same way with the example 1 to obtain the titled compound (179 mg, yield: 49%).